From a dataset of the Open Reaction Database (ORD), a public repository of structured organic reaction records. describe an organic reaction: reactants, conditions, products, and yield The reactants are S(=O)(Cl)Cl (thionyl chloride), N[C@@H]([C@H](O)C)C(=O)O (L-threonine), CO (methanol). Run at time 2 day. The product is N[C@H](C(=O)OC)[C@@H](C)O (methyl (2S,3R)-2-amino-3-hydroxybutyrate). Reaction SMILES: S(Cl)(Cl)=O.[NH2:5][C@H:6]([C:10]([OH:12])=[O:11])[C@@H:7]([CH3:9])[OH:8].[CH3:13]O>>[NH2:5][C@@H:6]([C@H:7]([OH:8])[CH3:9])[C:10]([O:12][CH3:13])=[O:11]. Procedure details: 109 ml (1.5 mol) of thionyl chloride are added dropwise at 0° C. with strong cooling to 240 ml of methanol. 60 g (0.5 mol) of L-threonine are then added and the mixture is stirred at room temperature for 2 days, a clear solution resulting. After concentration, 85 g of a colorless oil are obtained. Reactants: CN, CCO, [K+], Nc1nc(Cl)cc(Cl)n1, [OH-], O. The product is CNc1cc(Cl)nc(N)n1. As a reaction SMILES: [CH3:10][NH2:11].[CH3:14][CH2:15][OH:16].[K+:13].[NH2:1][c:2]1[n:3][c:4]([Cl:9])[cH:5][c:6]([Cl:8])[n:7]1.[OH-:12].[OH2:17]>>[NH2:1][c:2]1[n:3][c:4]([NH:11][CH3:10])[cH:5][c:6]([Cl:8])[n:7]1. The reagents and catalysts are S(=O)(=O)(O)[O-].C(CCC)[N+](CCCC)(CCCC)CCCC (tetrabutylammonium hydrogen sulfate). Solvent: O (water), C1CCOC1 (THF), ClCCl.C1CCOC1 (dichloromethane THF), O (water), C1CCOC1.C(C)(=O)OCC (THF ethyl acetate). The product is CC(COC(N=C(C1=CC=C(C=C1)NC(C1=C(C(=CC(=C1)OC)OCCO)F)C1=NN(C(=N1)OCCl)C1=NC=CC=N1)N)=O)(C)C ([1-amino-1-[4-({(5-chloromethoxy-1-pyrimidin-2-yl-1H-[1,2,4]triazol-3-yl)-[2-fluoro-3-(2-hydroxyethoxy)-5-methoxyphenyl]methyl}amino)phenyl]methylidene]carbamic acid 2,2-dimethylpropyl ester). The reactants are CC(COC(N=C(C1=CC=C(C=C1)NC(C1=NN(C(N1)=O)C1=NC=CC=N1)C1=C(C(=CC(=C1)OC)OCCO)F)N)=O)(C)C ([1-amino-1-(4-{[[2-fluoro-3-(2-hydroxyethoxy)-5-methoxyphenyl]-(5-oxo-1-pyrimidin-2-yl-4,5-dihydro-1H-[1,2,4]triazol-3-yl)methyl]amino}phenyl)methylidene]carbamic acid 2,2-dimethylpropyl ester), ClCCl (dichloromethane), C(O)([O-])=O.[Na+] (sodium hydrogen carbonate), S(=O)(=O)(OCCl)Cl (chloromethyl chlorosulfate), mixture, mixture. Reaction conditions: time 8 hour. RXN SMILES: [CH3:1][C:2]([CH3:44])([CH3:43])[CH2:3][O:4][C:5](=[O:42])[N:6]=[C:7]([NH2:41])[C:8]1[CH:13]=[CH:12][C:11]([NH:14][CH:15]([C:28]2[CH:33]=[C:32]([O:34][CH3:35])[CH:31]=[C:30]([O:36][CH2:37][CH2:38][OH:39])[C:29]=2[F:40])[C:16]2[NH:20][C:19](=[O:21])[N:18]([C:22]3[N:27]=[CH:26][CH:25]=[CH:24][N:23]=3)[N:17]=2)=[CH:10][CH:9]=1.[Cl:45][CH2:46]Cl.C(=O)([O-])O.[Na+].S(Cl)(OCCl)(=O)=O>S([O-])(O)(=O)=O.C([N+](CCCC)(CCCC)CCCC)CCC.ClCCl.C1COCC1.O.C1COCC1.C(OCC)(=O)C.C1COCC1>[CH3:1][C:2]([CH3:44])([CH3:43])[CH2:3][O:4][C:5](=[O:42])[N:6]=[C:7]([NH2:41])[C:8]1[CH:9]=[CH:10][C:11]([NH:14][CH:15]([C:16]2[N:20]=[C:19]([O:21][CH2:46][Cl:45])[N:18]([C:22]3[N:23]=[CH:24][CH:25]=[CH:26][N:27]=3)[N:17]=2)[C:28]2[CH:33]=[C:32]([O:34][CH3:35])[CH:31]=[C:30]([O:36][CH2:37][CH2:38][OH:39])[C:29]=2[F:40])=[CH:12][CH:13]=1 |f:2.3,5.6,7.8,10.11|. Reported procedure: To a mixture of [1-amino-1-(4-{[[2-fluoro-3-(2-hydroxyethoxy)-5-methoxyphenyl]-(5-oxo-1-pyrimidin-2-yl-4,5-dihydro-1H-[1,2,4]triazol-3-yl)methyl]amino}phenyl)methylidene]carbamic acid 2,2-dimethylpropyl ester (4 g) and dichloromethane (80 mL), sodium hydrogen carbonate (6.63 g) and tetrabutylammonium hydrogen sulfate (447 mg) were added at low temperature (−10° C.˜5° C.). To the resulting mixture, THF (80 mL) and water (80 mL) were added. To the resulting mixture, chloromethyl chlorosulfate (3.2... Starting materials: OC[C@H](CC(C)C)N ((1S)-1-(Hydroxymethyl)-3-methylbutylamine), (1S)-1-(chloromethyl)-3-methylbutanammonium chloride, FC(C1=C(C=CC(=C1)[N+](=O)[O-])N=C=S)(F)F (2-(Trifluoromethyl)4-nitrophenyl isothiocyanate), (1S)-1-(chloromethyl)-3-methylbutanammonium chloride, COC([C@@H](N)CC(C)C)=O ((L)-leucine methyl ester), OCCN (2-hydroxyethylamine). Yields the product FC(C1=C(C=CC(=C1)[N+](=O)[O-])N=C1SC[C@@H](N1)CC(C)C)(F)F ((4S)-2-(2-(trifluoromethyl)-4-nitrophenylimino)-4-isobutyl-1,3-thiazolidine). Reaction SMILES: O[CH2:2][C@@H:3]([NH2:8])[CH2:4][CH:5]([CH3:7])[CH3:6].COC(=O)[C@H](CC(C)C)N.OCCN.[F:23][C:24]([F:38])([F:37])[C:25]1[CH:30]=[C:29]([N+:31]([O-:33])=[O:32])[CH:28]=[CH:27][C:26]=1[N:34]=[C:35]=[S:36]>>[F:38][C:24]([F:37])([F:23])[C:25]1[CH:30]=[C:29]([N+:31]([O-:33])=[O:32])[CH:28]=[CH:27][C:26]=1[N:34]=[C:35]1[NH:8][C@@H:3]([CH2:4][CH:5]([CH3:7])[CH3:6])[CH2:2][S:36]1. Procedure details: (1S)-1-(Hydroxymethyl)-3-methylbutylamine was made from (L)-leucine methyl ester as described in Method B1b. The 2-hydroxyethylamine was converted to (1S)-1-(chloromethyl)-3-methylbutanammonium chloride as described in Method B7a. 2-(Trifluoromethyl)4-nitrophenyl isothiocyanate was reacted with (1S)-1-(chloromethyl)-3-methylbutanammonium chloride according to Method C1c to give (4S)-2-(2-(trifluoromethyl)-4-nitrophenylimino)-4-isobutyl-1,3-thiazolidine. The thiazolidine was reacted with isobutyl... Reactants: NC=1SC=C(N1)C(C)C1=CC(=C(C=C1)C1=CC=CC=C1)F (2-amino-4-(1-(2-fluoro-4-biphenylyl)ethyl) thiazole), C1(=CC=CC=C1)N=C=S (phenylisothiocyanate), C1(=CC=CC=C1)N=C=S (phenyisothiocyanate). Run in CC(=O)C (acetone), CC(=O)C (acetone), C(O)([O-])=O.[Na+] (sodium hydrogen carbonate). Yields the product C1(=CC=CC=C1)NC(=S)NC=1SC=C(N1)C(C)C1=CC(=C(C=C1)C1=CC=CC=C1)F (N-phenyl-N'-(4-(1-(2-fluoro-4-biphenylyl)ethyl)thiazol-2-yl)thiourea). Isolated yield 15.8%. As a reaction SMILES: [NH2:1][C:2]1[S:3][CH:4]=[C:5]([CH:7]([C:9]2[CH:14]=[CH:13][C:12]([C:15]3[CH:20]=[CH:19][CH:18]=[CH:17][CH:16]=3)=[C:11]([F:21])[CH:10]=2)[CH3:8])[N:6]=1.[C:22]1([N:28]=[C:29]=[S:30])[CH:27]=[CH:26][CH:25]=[CH:24][CH:23]=1>CC(C)=O.C(=O)([O-])O.[Na+]>[C:22]1([NH:28][C:29]([NH:1][C:2]2[S:3][CH:4]=[C:5]([CH:7]([C:9]3[CH:14]=[CH:13][C:12]([C:15]4[CH:16]=[CH:17][CH:18]=[CH:19][CH:20]=4)=[C:11]([F:21])[CH:10]=3)[CH3:8])[N:6]=2)=[S:30])[CH:27]=[CH:26][CH:25]=[CH:24][CH:23]=1 |f:3.4|. Reported procedure: To 2-amino-4-(1-(2-fluoro-4-biphenylyl)ethyl) thiazole (0.50 g, 1.68 mmol) in acetone (10 ml) were added phenylisothiocyanate (0.25 g, 1.85 mmol) in acetone (5 ml) and sodium hydrogen carbonate (0.30 g). After the mixture was refluxed for 10 h, phenyisothiocyanate (0.50 g, 3.70 mmol) was added to the mixture, and then the mixture was refluxed for 2 h. The mixture was evaporated under reduced pressure to a residue, which was chromatographed and recrystallized to afford N-phenyl-N'-(4-(1-(2-fluoro... Solvent: CO (methanol), C(C)O (ethanol). The product is CC1=C(C=CC=C1)N1CC(NCC1)C(=O)N (4-(2-methylphenyl)piperazine-2-carboxamide). Reaction SMILES: C([N:8]1[CH2:13][CH2:12][N:11]([C:14]2[CH:19]=[CH:18][CH:17]=[CH:16][C:15]=2[CH3:20])[CH2:10][CH:9]1[C:21]([NH2:23])=[O:22])C1C=CC=CC=1.[H][H]>CO.C(O)C.[OH-].[OH-].[Pd+2]>[CH3:20][C:15]1[CH:16]=[CH:17][CH:18]=[CH:19][C:14]=1[N:11]1[CH2:12][CH2:13][NH:8][CH:9]([C:21]([NH2:23])=[O:22])[CH2:10]1 |f:4.5.6|. The reactants are C(C1=CC=CC=C1)N1C(CN(CC1)C1=C(C=CC=C1)C)C(=O)N (1-benzyl-4-(2-methylphenyl)piperazine-2-carboxamide), [H][H] (hydrogen). Reagents/catalysts: [OH-].[OH-].[Pd+2] (palladium hydroxide/carbon). Reported procedure: 1-benzyl-4-(2-methylphenyl)piperazine-2-carboxamide (2.64 g, 8.53 mmol) and palladium hydroxide/carbon (430 mg) were combined in a mixture of methanol (35 ml) and ethanol (35 ml) and shaken in an atmosphere of hydrogen at 55 psi for 6 hours at ambient temperature. The mixture was filtered and the filtrate was concentrated in vacuo. The residue was reconcentrated in vacuo from ether three times to provide 4-(2-methylphenyl)piperazine-2-carboxamide.